Dataset: the Open Reaction Database (ORD), a public repository of structured organic reaction records. Task: describe an organic reaction: reactants, conditions, products, and yield The reactants are FC1=CC=C(N)C=C1 (4-fluoroaniline), N1=CC=CC=C1 (pyridine), [N+](=O)([O-])C1=C(C(=O)Cl)C=CC=C1 (2-nitrobenzoyl chloride). Solvent: ClCCl (dichloromethane), ClCCl (dichloromethane). Reaction conditions: time 12 hour. Product: FC1=CC=C(C=C1)NC(C1=C(C=CC=C1)[N+](=O)[O-])=O (N-(4-Fluorophenyl)-2-nitrobenzamide). The yield is 78.4%. Reaction SMILES: [F:1][C:2]1[CH:8]=[CH:7][C:5]([NH2:6])=[CH:4][CH:3]=1.N1C=CC=CC=1.[N+:15]([C:18]1[CH:26]=[CH:25][CH:24]=[CH:23][C:19]=1[C:20](Cl)=[O:21])([O-:17])=[O:16]>ClCCl>[F:1][C:2]1[CH:8]=[CH:7][C:5]([NH:6][C:20](=[O:21])[C:19]2[CH:23]=[CH:24][CH:25]=[CH:26][C:18]=2[N+:15]([O-:17])=[O:16])=[CH:4][CH:3]=1. Procedure details: To a stirred solution of 4-fluoroaniline (2.4 mL, 25 mmol) and pyridine (6.1 mL, 75 mmol) in dichloromethane (30 mL) was added 2-nitrobenzoyl chloride (3.6 mL, 28 mmol). After 12 h, the mixture was diluted with dichloromethane and washed with 1 N aqueous citric acid, saturated aqueous sodium chloride solution, saturated aqueous sodium bicarbonate solution, dried (magnesium sulfate), filtered, and concentrated in vacuo. The resulting solid was suspended in diethyl ether, sonicated, filtered and d... Reactants: ClC=1C(=C(C(=NC1)N)N)C (5-chloro-4-methylpyridine-2,3-diamine), CCC(CC)=O (3-pentanone), C(C)(=O)O[BH-](OC(C)=O)OC(C)=O.[Na+] (sodium triacetoxyborohydride). The solvent is C1CCOC1 (THF), C(=O)(C(F)(F)F)O (TFA), CCOC(=O)C (EtOAc). Run at time 8 hour. Product: ClC=1C(=C(C(=NC1)N)NC(CC)CC)C (5-Chloro-4-methyl-N3-(pentan-3-yl)pyridine-2,3-diamine). Isolated yield 17.1%. RXN SMILES: [Cl:1][C:2]1[C:3]([CH3:10])=[C:4]([NH2:9])[C:5]([NH2:8])=[N:6][CH:7]=1.[CH3:11][CH2:12][C:13](=O)[CH2:14][CH3:15].C(O[BH-](OC(=O)C)OC(=O)C)(=O)C.[Na+]>C1COCC1.C(O)(C(F)(F)F)=O.CCOC(C)=O>[Cl:1][C:2]1[C:3]([CH3:10])=[C:4]([NH:9][CH:13]([CH2:14][CH3:15])[CH2:12][CH3:11])[C:5]([NH2:8])=[N:6][CH:7]=1 |f:2.3|. Procedure: To a room-temperature solution of 5-chloro-4-methylpyridine-2,3-diamine (200 mg, 1.27 mmol, 1.0 equiv) and 3-pentanone (400 uL, 3.78 mmol, 3.0 equiv) in THF (0.5 mL) and TFA (0.5 mL) was added sodium triacetoxyborohydride (807 mg, 3.81 mmol, 3.0 equiv) as a solid in one portion. The resulting mixture was allowed to stir overnight at room temperature. The reaction was then diluted with EtOAc and washed with saturated aq. NaHCO3. The organic layer was dried over anhydrous sodium sulfate, filtered,... The solvent is CC(=O)N(C)C (DMA). As a reaction SMILES: [CH2:1]([N:8]([CH3:26])[C:9]1[CH:10]=[C:11]([NH:19][CH:20]2[CH2:25][CH2:24][NH:23][CH2:22][CH2:21]2)[C:12]2[N:13]([C:15]([CH3:18])=[N:16][N:17]=2)[N:14]=1)[C:2]1[CH:7]=[CH:6][CH:5]=[CH:4][CH:3]=1.[CH3:27][O:28][CH2:29][CH2:30]Br.CCN(C(C)C)C(C)C>CC(N(C)C)=O>[CH2:1]([N:8]([CH3:26])[C:9]1[CH:10]=[C:11]([NH:19][CH:20]2[CH2:25][CH2:24][N:23]([CH2:30][CH2:29][O:28][CH3:27])[CH2:22][CH2:21]2)[C:12]2[N:13]([C:15]([CH3:18])=[N:16][N:17]=2)[N:14]=1)[C:2]1[CH:7]=[CH:6][CH:5]=[CH:4][CH:3]=1. Conditions: temperature 50 celsius, time 16 hour. Reported procedure: N6-Benzyl-3,N6-dimethyl-N8-piperidin-4-yl-[1,2,4]triazolo[4,3-b]pyridazine-6,8-diamine (0.05 g; 0.11 mmol) was slurred up in 0.3 ml DMA. 2-bromoethyl methyl ether (0.01 ml; 0.14 mmol) and DIPEA (0.04 ml; 0.23 mmol) were added and stirred at 50° C. for 16 hours. The crude material was purified by using reversed phase chromatography under basic conditions. Yields the product C(C1=CC=CC=C1)N(C=1C=C(C=2N(N1)C(=NN2)C)NC2CCN(CC2)CCOC)C (N6-Benzyl-N8-[1-(2-methoxy-ethyl)-piperidin-4-yl]-3,N6-dimethyl-[1,2,4]triazolo[4,3-b]pyridazine-6,8-diamine). Reactants: C(C1=CC=CC=C1)N(C=1C=C(C=2N(N1)C(=NN2)C)NC2CCNCC2)C (N6-Benzyl-3,N6-dimethyl-N8-piperidin-4-yl-[1,2,4]triazolo[4,3-b]pyridazine-6,8-diamine), COCCBr (2-bromoethyl methyl ether), CCN(C(C)C)C(C)C (DIPEA). Starting materials: BrC=1C=2N(N=C(C1)Cl)C=CN2 (8-bromo-6-chloroimidazo[1,2-b]pyridazine), CC=1C=CC(=CC1)S(=O)(=O)O (p-TSA), C1(CC1)N (cyclopropylamine). Solvent: CS(=O)C (DMSO). Reaction conditions: temperature 100 celsius. The product is ClC=1C=C(C=2N(N1)C=CN2)NC2CC2 (6-chloro-N-cyclopropylimidazo[1,2-b]pyridazin-8-amine). Yield: 80.0%. Reaction SMILES: Br[C:2]1[C:3]2[N:4]([CH:9]=[CH:10][N:11]=2)[N:5]=[C:6]([Cl:8])[CH:7]=1.CC1C=CC(S(O)(=O)=O)=CC=1.[CH:23]1([NH2:26])[CH2:25][CH2:24]1>CS(C)=O>[Cl:8][C:6]1[CH:7]=[C:2]([NH:26][CH:23]2[CH2:25][CH2:24]2)[C:3]2[N:4]([CH:9]=[CH:10][N:11]=2)[N:5]=1. Reported procedure: To a solution of 8-bromo-6-chloroimidazo[1,2-b]pyridazine (1.00 g, 3.21 mmol, 1.0 equiv) and p-TSA (611 mg, 3.21 mmol, 1.0 equiv) in DMSO (10.0 mL) was added cyclopropylamine (1.13 mL, 16.1 mmol, 5.0 equiv) and heated to 100° C. for 24 h. Purification by column chromatography using 50% ethyl acetate in hexanes elution gave 536 mg of the white solid, 80%. The reactants are COC1=CC=C(C=C1)N=C=O (4-methoxyphenyl isocyanate), N[C@H](CO)CCC ((2S)-2-aminopentan-1-ol), CO (methanol). The solvent is C1CCOC1 (THF), C1CCOC1 (THF). Conditions: time 17 hour. Product: OC[C@H](CCC)NC(=O)NC1=CC=C(C=C1)OC (1-[(2S)-1-hydroxypentan-2-yl]-3-(4-methoxyphenyl)urea). Yield: 105.3%. Reaction SMILES: [NH2:1][C@@H:2]([CH2:5][CH2:6][CH3:7])[CH2:3][OH:4].[CH3:8][O:9][C:10]1[CH:15]=[CH:14][C:13]([N:16]=[C:17]=[O:18])=[CH:12][CH:11]=1.CO>C1COCC1>[OH:4][CH2:3][C@@H:2]([NH:1][C:17]([NH:16][C:13]1[CH:14]=[CH:15][C:10]([O:9][CH3:8])=[CH:11][CH:12]=1)=[O:18])[CH2:5][CH2:6][CH3:7]. Procedure details: A solution of (2S)-2-aminopentan-1-ol (500 mg) in THF (6 mL) was cooled in a dry ice-acetone bath under nitrogen atmosphere, and a solution of 4-methoxyphenyl isocyanate (657 mg) in THF (4 mL) was added dropwise thereto. After the mixture was stirred for 17 hr while gradually warming to room temperature, methanol was added thereto, and the solvent was distilled off under reduced pressure to afford 1-[(2S)-1-hydroxypentan-2-yl]-3-(4-methoxyphenyl)urea (1.17 g). Starting materials: N(=O)N1C(CCC1)(C)C (1-nitroso-2,2-dimethylpyrrolidine), ClC=1C=C(C=O)C=CC1 (3-chlorobenzaldehyde), C(C)(=O)O (acetic acid). Run in O1CCCC1 (tetrahydrofuran). Conditions: temperature -78 celsius, time 10 minute. Product: ClC=1C=C(C=CC1)C(O)C1NC(CC1)(C)C (2-[(1-[3-chlorophenyl])(1-hydroxy)methyl]-5,5-dimethylpyrrolidine). As a reaction SMILES: N([N:3]1[CH2:7][CH2:6][CH2:5][C:4]1([CH3:9])[CH3:8])=O.[Cl:10][C:11]1[CH:12]=[C:13]([CH:16]=[CH:17][CH:18]=1)[CH:14]=[O:15].C(O)(=O)C>O1CCCC1>[Cl:10][C:11]1[CH:12]=[C:13]([CH:14]([CH:7]2[CH2:6][CH2:5][C:4]([CH3:9])([CH3:8])[NH:3]2)[OH:15])[CH:16]=[CH:17][CH:18]=1. Procedure details: 35.4 ml (0.24 mols) of diisopropylamine are dissolved in 350 ml of tetrahydrofuran and cooled to −75° C. under nitrogen with a bath of dry ice and acetone. At this temperature, 180 ml (0.29 mols) of an approximately 1.6 molar solution of butyl lithium in hexane are added dropwise. By removing the cooling bath, the temperature is allowed to rise to −10° C. The solution of lithium-diisopropylamine thus obtained is again cooled to −78° C. This solution is mixed over the course of 20 minutes with 32... Starting materials: B(Br)(Br)Br (Boron tribromide), FC1=C(C(=CC=C1OCC1=NC(=NO1)C1=CC=C(C=C1)OC)F)C(=O)N (2,6-difluoro-3-[3-(4-methoxyphenyl)-1,2,4-oxadiazol-5-yl]methoxybenzenecarboxamide), O (water). The solvent is C(Cl)Cl (CH2Cl2), C(Cl)Cl (CH2Cl2). The product is FC1=C(C(=CC=C1OCC1=NC(=NO1)C1=CC=C(C=C1)O)F)C(=O)N (2,6-Difluoro-3-[3-(4-hydroxyphenyl)-1,2,4-oxadiazol-5-yl]methoxybenzenecarboxamide). Yield: 65.0%. As a reaction SMILES: B(Br)(Br)Br.[F:5][C:6]1[C:11]([O:12][CH2:13][C:14]2[O:18][N:17]=[C:16]([C:19]3[CH:24]=[CH:23][C:22]([O:25]C)=[CH:21][CH:20]=3)[N:15]=2)=[CH:10][CH:9]=[C:8]([F:27])[C:7]=1[C:28]([NH2:30])=[O:29].O>C(Cl)Cl>[F:5][C:6]1[C:11]([O:12][CH2:13][C:14]2[O:18][N:17]=[C:16]([C:19]3[CH:24]=[CH:23][C:22]([OH:25])=[CH:21][CH:20]=3)[N:15]=2)=[CH:10][CH:9]=[C:8]([F:27])[C:7]=1[C:28]([NH2:30])=[O:29]. Reported procedure: (Method L) Boron tribromide solution (1.0 M in CH2Cl2, 1.5 ml, 1.5 mmol, 2 equiv.) was added slowly, dropwise to stirred suspension of 2,6-difluoro-3-[3-(4-methoxyphenyl)-1,2,4-oxadiazol-5-yl]methoxybenzenecarboxamide (272 mg, 0.75 mmol, 1 equiv.) in CH2Cl2 (5 ml), at r.t., under N2. The reaction mixture was stirred at r.t. for 4 h and poured into water (20 ml). CH2Cl2 (10 ml) was added and the biphasic mixture was stirred for 30 min. at r.t. The white un-dissolved solid was filtered, washed wit... Starting materials: CC(C)(C)OC(=O)N1CCN(C(=O)c2ccc(N3C(=O)OCC3CO)cc2F)CC1, CI. Product: COCC1COC(=O)N1c1ccc(C(=O)N2CCN(C(=O)OC(C)(C)C)CC2)c(F)c1. As a reaction SMILES: [C:1]([CH3:2])([CH3:3])([CH3:4])[O:5][C:6](=[O:7])[N:8]1[CH2:9][CH2:10][N:11]([C:14]([c:15]2[c:16]([F:29])[cH:17][c:18]([N:21]3[C:22](=[O:28])[O:23][CH2:24][CH:25]3[CH2:26][OH:27])[cH:19][cH:20]2)=[O:30])[CH2:12][CH2:13]1.[CH3:31][I:32]>>[C:1]([CH3:2])([CH3:3])([CH3:4])[O:5][C:6](=[O:7])[N:8]1[CH2:9][CH2:10][N:11]([C:14]([c:15]2[c:16]([F:29])[cH:17][c:18]([N:21]3[C:22](=[O:28])[O:23][CH2:24][CH:25]3[CH2:26][O:27][CH3:31])[cH:19][cH:20]2)=[O:30])[CH2:12][CH2:13]1. Reactants: CC(=O)O, O=C1OC(=O)c2c1cccc2[N+](=O)[O-], NC(=O)CCC(N)C(=O)O. Product: NC(=O)CCC(C(=O)O)N1C(=O)c2cccc([N+](=O)[O-])c2C1=O. As a reaction SMILES: [CH3:25][C:26](=[O:27])[OH:28].[N+:11](=[O:12])([O-:13])[c:14]1[c:15]2[c:16]([cH:22][cH:23][cH:24]1)[C:17](=[O:18])[O:19][C:20]2=[O:21].[NH2:1][CH:2]([CH2:3][CH2:4][C:5]([NH2:6])=[O:7])[C:8]([OH:9])=[O:10]>>[N:1]1([CH:2]([CH2:3][CH2:4][C:5]([NH2:6])=[O:7])[C:8]([OH:9])=[O:10])[C:17](=[O:18])[c:16]2[c:15]([c:14]([N+:11](=[O:12])[O-:13])[cH:24][cH:23][cH:22]2)[C:20]1=[O:19]. Starting materials: O.C(C=O)(=O)O (Glyoxylic acid monohydrate), P(OCC)(OCC)[O-] (diethyl phosphite), N1=CC=CC=C1 (pyridine), C(C)(=O)Cl (acetyl chloride). Solvent: ClCCl (dichloromethane). Reaction conditions: temperature 60 celsius, time 5 hour. The product is C(C)(=O)OC(C(=O)O)P(=O)(OCC)OCC (2-Acetoxy-2-(diethoxyphosphoryl)acetic acid). As a reaction SMILES: O.[C:2]([OH:6])(=[O:5])[CH:3]=[O:4].[P:7]([O-:14])([O:11][CH2:12][CH3:13])[O:8][CH2:9][CH3:10].N1C=CC=CC=1.[C:21](Cl)(=[O:23])[CH3:22]>ClCCl>[C:21]([O:4][CH:3]([P:7]([O:11][CH2:12][CH3:13])([O:8][CH2:9][CH3:10])=[O:14])[C:2]([OH:6])=[O:5])(=[O:23])[CH3:22] |f:0.1|. Reported procedure: Glyoxylic acid monohydrate (4.0 g, 43.45 mmol) was suspended in diethyl phosphite (5.59 mL, 1.0 equiv), warmed to 60° C., and held there for 5 h. The reaction was cooled, diluted with dichloromethane (40 mL), and treated with pyridine (3.51 mL, 1.0 equiv) and acetyl chloride (3.09 mL, 1.0 equiv). A significant exotherm was noted. The reaction was stirred at room temperature for 2 h. The reaction was washed with 1M hydrochloric acid (2×20 mL), then saturated sodium bicarbonate. The organics were ...